The task is: describe an organic reaction: reactants, conditions, products, and yield. This data is from the Open Reaction Database (ORD), a public repository of structured organic reaction records. Starting materials: O (Water), COC(=O)[C@@H]1[C@@H](CN(CC1)CC(=O)OC)C(N(CC)CC)=O (cis-Methyl-3-(Diethylcarbamoyl)-1-(methoxycarbonylmethyl)-piperidine-4-carboxylate), CC(C)([O-])C.[K+] (potassium t-butoxide). Run in C1(=CC=CC=C1)C (toluene), C1(=CC=CC=C1)C (toluene). The product is C(C)N(C(=O)C1CN2CC(C1CC2)=O)CC (N,N-Diethyl-5-oxo-1 -azabicyclo[2.2.2]octane-3-carboxamide). Isolated yield 30.7%. As a reaction SMILES: COC([C@H:5]1[CH2:10][CH2:9][N:8]([CH2:11][C:12](OC)=[O:13])[CH2:7][C@H:6]1[C:16](=[O:22])[N:17]([CH2:20][CH3:21])[CH2:18][CH3:19])=O.CC(C)([O-])C.[K+].O>C1(C)C=CC=CC=1>[CH2:18]([N:17]([CH2:20][CH3:21])[C:16]([CH:6]1[CH:5]2[CH2:10][CH2:9][N:8]([CH2:11][C:12]2=[O:13])[CH2:7]1)=[O:22])[CH3:19] |f:1.2|. Reported procedure: A solution of 12 (159 g, 0.503 mole) in toluene (700 ml) was added dropwise over a period 2.5 hours to a solution of potassium t-butoxide (169 g, 1.51 mole) in toluene (1.9L) at 110° C. under a nitrogen condition. The mixture was heated at reflux for 1 hour and cooled down to room temperature. Water (400 ml) was added then the layers were heated at reflux for 2 hours. After the organic layer was separated, the aqueous layer was neutralized and extracted with EtOAc for 15 hours with continuous ex... Reactants: C(C1=CC=CC=C1)OC1=CC=C(N)C=C1 (4-benzyloxyaniline), N1C(=CC=C1)C(=O)O (pyrrole-2-carboxylic acid), C(C1=CC=CC=C1)OC1=CC=C(C=C1)NC(=O)C1=NC=CC=C1 (pyridine-2-carboxylic acid (4-benzyloxyphenyl)amide). Product: C(C1=CC=CC=C1)OC1=CC=C(C=C1)NC(=O)C=1NC=CC1 (1H-Pyrrole-2-carboxylic acid (4-benzyloxy-phenyl)-amide). RXN SMILES: C(OC1C=CC(N)=CC=1)C1C=CC=CC=1.N1C=CC=C1C(O)=O.[CH2:24]([O:31][C:32]1[CH:37]=[CH:36][C:35]([NH:38][C:39]([C:41]2[CH:46]=[CH:45][CH:44]=C[N:42]=2)=[O:40])=[CH:34][CH:33]=1)[C:25]1[CH:30]=[CH:29][CH:28]=[CH:27][CH:26]=1>>[CH2:24]([O:31][C:32]1[CH:33]=[CH:34][C:35]([NH:38][C:39]([C:41]2[NH:42][CH:44]=[CH:45][CH:46]=2)=[O:40])=[CH:36][CH:37]=1)[C:25]1[CH:26]=[CH:27][CH:28]=[CH:29][CH:30]=1. Procedure: This compound was prepared from 4-benzyloxyaniline (4.0 g, 17 mmol) and pyrrole-2-carboxylic acid (1.98 g, 17.8 mmol), using the same method used to prepare pyridine-2-carboxylic acid (4-benzyloxyphenyl)amide. The product was purified by flash chromatography, on silica gel, using 5% methanol in DCM as the eluant, to give the product as a colorless solid, 2.6 g (50%). MS m/z 293 (MH+). 1H NMR(DMSO-d6) δ 5.04 (s, 2H), 6.13 (m, 1H), 6.95-7.05 (m, 4H), 7.28-7.45 (m, 5H), 7.65 (d, 2H), 9.7 (s, 1H) an... Starting materials: IC1=C(C=CC=C1)C1=NC(=CC2=CC=CC=C12)C(=O)N(CCCOC(C1=CC=CC=C1)(C1=CC=CC=C1)C1=CC=CC=C1)C (1-(2-iodophenyl)-N-methyl-N-(3-triphenylmethoxy-propyl)-3-isoquinolinecarboxamide), C(=O)(C(F)(F)F)O (TFA), material. Yield: 71.7%. Conditions: time 40 minute. Procedure details: To a solution of 1-(2-iodophenyl)-N-methyl-N-(3-triphenylmethoxy-propyl)-3-isoquinolinecarboxamide (107 mg, 0.16 mmol) in CH2Cl2 (10 mL) was added dropwise TFA (1 mL). The mixture was stirred at room temperature for 40 min. Then it was transferred into a separatory funnel and washed with saturated NaHCO3 solution (2×10 mL), water (20 mL), and brine (20 mL), then dried (MgSO4), and filtered. After removing the solvent in vacuo, the residue was purified on column (silica gel, 2% MeOH/CH2Cl2, 0.1% ... Yields the product IC1=C(C=CC=C1)C1=NC(=CC2=CC=CC=C12)C(=O)N(CCCO)C (1-(2-iodophenyl)-N-methyl-N-(3-hydroxypropyl)-3-isoquinolinecarboxamide). Reaction SMILES: [I:1][C:2]1[CH:7]=[CH:6][CH:5]=[CH:4][C:3]=1[C:8]1[C:17]2[C:12](=[CH:13][CH:14]=[CH:15][CH:16]=2)[CH:11]=[C:10]([C:18]([N:20]([CH3:44])[CH2:21][CH2:22][CH2:23][O:24]C(C2C=CC=CC=2)(C2C=CC=CC=2)C2C=CC=CC=2)=[O:19])[N:9]=1.C(O)(C(F)(F)F)=O>C(Cl)Cl>[I:1][C:2]1[CH:7]=[CH:6][CH:5]=[CH:4][C:3]=1[C:8]1[C:17]2[C:12](=[CH:13][CH:14]=[CH:15][CH:16]=2)[CH:11]=[C:10]([C:18]([N:20]([CH3:44])[CH2:21][CH2:22][CH2:23][OH:24])=[O:19])[N:9]=1. Solvent: C(Cl)Cl (CH2Cl2).